From a dataset of the Open Reaction Database (ORD), a public repository of structured organic reaction records. describe an organic reaction: reactants, conditions, products, and yield Reactants: FC1=CC=C(C=C1)C=1OC2=C(C1C(NC)=O)C=C(C=C2)C=2C=C(C(=O)O)C=CC2C (3-(2-(4-fluorophenyl)-3-(methylcarbamoyl)benzofuran-5-yl)-4-methylbenzoic acid), N1=C(N=CC=C1)C1(CC1)N (1-(pyrimidin-2-yl)cyclopropanamine), C=1C=CC2=C(C1)N=NN2O (HOBT), CCN=C=NCCCN(C)C.Cl (EDC.HCl), C(C)(C)N(CC)C(C)C (Diisopropylethylamine). The solvent is C(Cl)Cl (DCM). Conditions: time 12 hour. The product is FC1=CC=C(C=C1)C=1OC2=C(C1C(=O)NC)C=C(C=C2)C2=C(C=CC(=C2)C(NC2(CC2)C2=NC=CC=N2)=O)C (2-(4-fluorophenyl)-N-methyl-5-(2-methyl-5-(1-(pyrimidin-2-yl)cyclopropylcarbamoyl)phenyl)benzofuran-3-carboxamide). RXN SMILES: [F:1][C:2]1[CH:7]=[CH:6][C:5]([C:8]2[O:9][C:10]3[CH:20]=[CH:19][C:18]([C:21]4[CH:22]=[C:23]([CH:27]=[CH:28][C:29]=4[CH3:30])[C:24](O)=[O:25])=[CH:17][C:11]=3[C:12]=2[C:13](=[O:16])[NH:14][CH3:15])=[CH:4][CH:3]=1.[N:31]1[CH:36]=[CH:35][CH:34]=[N:33][C:32]=1[C:37]1([NH2:40])[CH2:39][CH2:38]1.C1C=CC2N(O)N=NC=2C=1.CCN=C=NCCCN(C)C.Cl.C(N(C(C)C)CC)(C)C>C(Cl)Cl>[F:1][C:2]1[CH:3]=[CH:4][C:5]([C:8]2[O:9][C:10]3[CH:20]=[CH:19][C:18]([C:21]4[CH:22]=[C:23]([C:24](=[O:25])[NH:40][C:37]5([C:32]6[N:33]=[CH:34][CH:35]=[CH:36][N:31]=6)[CH2:39][CH2:38]5)[CH:27]=[CH:28][C:29]=4[CH3:30])=[CH:17][C:11]=3[C:12]=2[C:13]([NH:14][CH3:15])=[O:16])=[CH:6][CH:7]=1 |f:3.4|. Procedure: To a mixture of 3-(2-(4-fluorophenyl)-3-(methylcarbamoyl)benzofuran-5-yl)-4-methylbenzoic acid (0.1 g, 0.25 mmol, 1 eq), 1-(pyrimidin-2-yl)cyclopropanamine (0.041 g, 0.3 mmol, 1.2 eq) (60% purity), HOBT (0.057 g, 0.42 mmol, 1.7 eq), EDC.HCl (0.086 g, 0.44 mmol, 1.8 eq) in DCM at ambient temperature under nitrogen was added Diisopropylethylamine (0.16 g, 1.3 mmol). The clear mixture was stirred at ambient temperature for 12 h. The mixture was concentrated, diluted with water and extracted with Et...